Task: describe an organic reaction: reactants, conditions, products, and yield. Dataset: the Open Reaction Database (ORD), a public repository of structured organic reaction records The reactants are F[B-](F)(F)F, CCN(C(C)C)C(C)C, ClCCl, O=C(O)Cc1ccc(C(F)(F)F)cc1, [Na+], O=C([O-])O, Nc1cccc(-c2nn3c(c2-c2ccncc2)SCCC3)c1, CN(C)C(On1nnc2ccccc21)=[N+](C)C. Product: O=C(Cc1ccc(C(F)(F)F)cc1)Nc1cccc(-c2nn3c(c2-c2ccncc2)SCCC3)c1. As a reaction SMILES: [B-:46]([F:47])([F:48])([F:49])[F:50].[CH:37]([N:38]([CH2:39][CH3:40])[CH:41]([CH3:42])[CH3:43])([CH3:44])[CH3:45].[Cl:73][CH2:74][Cl:75].[F:23][C:24]([c:25]1[cH:26][cH:27][c:28]([CH2:31][C:32](=[O:33])[OH:34])[cH:29][cH:30]1)([F:35])[F:36].[Na+:72].[O-:68][C:69]([OH:70])=[O:71].[n:1]1[cH:2][cH:3][c:4](-[c:7]2[c:8](-[c:16]3[cH:17][c:18]([NH2:22])[cH:19][cH:20][cH:21]3)[n:9][n:10]3[c:11]2[S:12][CH2:13][CH2:14][CH2:15]3)[cH:5][cH:6]1.[n:51]1([O:52][C:53]([N:54]([CH3:55])[CH3:56])=[N+:57]([CH3:58])[CH3:59])[c:60]2[cH:61][cH:62][cH:63][cH:64][c:65]2[n:66][n:67]1>>[n:1]1[cH:2][cH:3][c:4](-[c:7]2[c:8](-[c:16]3[cH:17][c:18]([NH:22][C:32]([CH2:31][c:28]4[cH:27][cH:26][c:25]([C:24]([F:23])([F:35])[F:36])[cH:30][cH:29]4)=[O:33])[cH:19][cH:20][cH:21]3)[n:9][n:10]3[c:11]2[S:12][CH2:13][CH2:14][CH2:15]3)[cH:5][cH:6]1. The reactants are BrC=1C=CC(=NC1)NN (5-bromopyridin-2-ylhydrazine), C(C)OC=C(C(=O)OCC)C(=O)C (ethyl 2-ethoxymethyleneacetoacetate), Cl (hydrochloric acid). The solvent is C(C)O (ethanol). Product: C(C)OC(=O)C=1C=NN(C1C)C1=NC=C(C=C1)Br (1-(5-bromopyridin-2-yl)-5-methyl-1H-pyrazole-4-carboxylic acid ethyl ester). The yield is 73.3%. RXN SMILES: [Br:1][C:2]1[CH:3]=[CH:4][C:5]([NH:8][NH2:9])=[N:6][CH:7]=1.C(O[CH:13]=[C:14]([C:20]([CH3:22])=O)[C:15]([O:17][CH2:18][CH3:19])=[O:16])C.Cl>C(O)C>[CH2:18]([O:17][C:15]([C:14]1[CH:13]=[N:9][N:8]([C:5]2[CH:4]=[CH:3][C:2]([Br:1])=[CH:7][N:6]=2)[C:20]=1[CH3:22])=[O:16])[CH3:19]. Reported procedure: Next, 5-bromopyridin-2-ylhydrazine (25.3 g) and ethyl 2-ethoxymethyleneacetoacetate (25.1 g) prepared according to a method described in J. Chem. Soc. Perkin trans. I, 1875 (1988), were added to a mixed solvent of 1N hydrochloric acid aqueous solution (320 ml) and ethanol (370 ml), stirred at reflux temperature for 4.5 hours and the solvent was evaporated in vacuo. Water was added to the residue, the precipitated solid was washed with water and recrystallized from a mixed solvent of ethyl acetat... Reactants: O=C1CCC2CC(C1C2)C2=NC=1N(C(N(C(C1N2)=O)CCC)=O)CCC (8-(4-Oxo-bicyclo[3.2.1]oct-6-yl)-1,3-dipropyl-3,7-dihydro-purine-2,6-dione), C[Mg+].[Br-] (CH3MgBr). Solvent: C1CCOC1 (THF). Yields the product OC1(CCC2CC(C1C2)C2=NC=1N(C(N(C(C1N2)=O)CCC)=O)CCC)C (8-(4-Hydroxy-4-methyl-bicyclo[3.2.1]oct-6-yl)-1,3-dipropyl-3,7-dihydro-purine-2,6-dione). RXN SMILES: [O:1]=[C:2]1[CH:8]2[CH2:9][CH:5]([CH2:6][CH:7]2[C:10]2[NH:18][C:17]3[C:16](=[O:19])[N:15]([CH2:20][CH2:21][CH3:22])[C:14](=[O:23])[N:13]([CH2:24][CH2:25][CH3:26])[C:12]=3[N:11]=2)[CH2:4][CH2:3]1.[CH3:27][Mg+].[Br-]>C1COCC1>[OH:1][C:2]1([CH3:27])[CH:8]2[CH2:9][CH:5]([CH2:6][CH:7]2[C:10]2[NH:18][C:17]3[C:16](=[O:19])[N:15]([CH2:20][CH2:21][CH3:22])[C:14](=[O:23])[N:13]([CH2:24][CH2:25][CH3:26])[C:12]=3[N:11]=2)[CH2:4][CH2:3]1 |f:1.2|. Procedure details: 8-(4-Oxo-bicyclo[3.2.1]oct-6-yl)-1,3-dipropyl-3,7-dihydro-purine-2,6-dione (51 mg) was taken in THF (3 ml) at 0° C. CH3MgBr (1 ml, 3.0 M) was added and stirred for 2 hrs. The reaction was quenched with sat. NH4Cl, and extracted with ethyl acetate. The organic layer was washed with water, brine, and dried over Na2SO4. Concentration followed by purification on silica column gave the desired product. Mass (ES+ 375). Run at time 2 hour. Reactants: N(=NC(=O)OC(C)C)C(=O)OC(C)C (diisopropyl azodicarboxylate), ClC=1C(=CC(NC1)=O)O (5-chloro-4-hydroxypyridin-2(1H)-one), C1(CC1)C=1C=NC(=NC1)N1CCC(CC1)O (1-(5-cyclopropylpyrimidin-2-yl)piperidin-4-ol), C1(=CC=CC=C1)P(C1=CC=CC=C1)C1=CC=CC=C1 (triphenylphosphine). The solvent is CN(C)C=O (DMF), O (H2O). Run at time 2 day. Product: ClC=1C(=CC(NC1)=O)OC1CCN(CC1)C1=NC=C(C=N1)C1CC1 (5-chloro-4-(1-(5-cyclopropylpyrimidin-2-yl)piperidin-4-yloxy)pyridin-2(1H)-one). Yield: 30.2%. Reaction SMILES: [Cl:1][C:2]1[C:3]([OH:9])=[CH:4][C:5](=[O:8])[NH:6][CH:7]=1.[CH:10]1([C:13]2[CH:14]=[N:15][C:16]([N:19]3[CH2:24][CH2:23][CH:22](O)[CH2:21][CH2:20]3)=[N:17][CH:18]=2)[CH2:12][CH2:11]1.C1(P(C2C=CC=CC=2)C2C=CC=CC=2)C=CC=CC=1.N(C(OC(C)C)=O)=NC(OC(C)C)=O>CN(C=O)C.O>[Cl:1][C:2]1[C:3]([O:9][CH:22]2[CH2:23][CH2:24][N:19]([C:16]3[N:15]=[CH:14][C:13]([CH:10]4[CH2:12][CH2:11]4)=[CH:18][N:17]=3)[CH2:20][CH2:21]2)=[CH:4][C:5](=[O:8])[NH:6][CH:7]=1. Procedure: To a stirring mixture of 5-chloro-4-hydroxypyridin-2(1H)-one (212 mg, 1.46 mmol), 1-(5-cyclopropylpyrimidin-2-yl)piperidin-4-ol (320 mg, 1.459 mmol, prepared according to procedures described in Example 173 Step A substituting 2-chloro-5-cyclopropylpyrimidine for 2-chloro-5-propylpyrimidine) and triphenylphosphine (574 mg, 2.19 mmol) in DMF (10 mL) at 0° C. was added diisopropyl azodicarboxylate (0.43 mL, 2.2 mmol). The reaction was stirred under Ar at room temperature for 2 days and then H2O wa... Starting materials: [H-].[Na+] (Sodium hydride), ClC=1C(=CC=C(C1)C=1NC2=CC=CC=C2C1CCC(=O)N1CCN(CC1)C1=C(C=CC=C1)OC)Cl (1-{3-[2-(5-chloro-4-chlorophenyl)-1H-indol-3-yl]-1-oxopropyl}-4-(2-methoxyphenyl)piperazine), [H-].[Na+] (sodium hydride), CS(=O)(=O)Cl (methanesulfonyl chloride), CS(=O)(=O)Cl (Methanesulfonyl chloride), [Cl-].[NH4+] (ammonium chloride). The solvent is CN(C=O)C (N,N-dimethylformamide). Conditions: time 5 minute. The product is ClC=1C(=CC=C(C1)C=1N(C2=CC=CC=C2C1CCC(=O)N1CCN(CC1)C1=C(C=CC=C1)OC)S(=O)(=O)C)Cl (1-{3-[2-(5-Chloro-4-chlorophenyl)-1-(methylsulfonyl)-1H-indol-3-yl]-1-oxopropyl}-4-(2-methoxyphenyl)piperazine). The yield is 51.1%. RXN SMILES: [H-].[Na+].[Cl:3][C:4]1[C:5]([Cl:37])=[CH:6][CH:7]=[C:8]([C:10]2[NH:11][C:12]3[C:17]([C:18]=2[CH2:19][CH2:20][C:21]([N:23]2[CH2:28][CH2:27][N:26]([C:29]4[CH:34]=[CH:33][CH:32]=[CH:31][C:30]=4[O:35][CH3:36])[CH2:25][CH2:24]2)=[O:22])=[CH:16][CH:15]=[CH:14][CH:13]=3)[CH:9]=1.[CH3:38][S:39](Cl)(=[O:41])=[O:40].[Cl-].[NH4+]>CN(C)C=O>[Cl:3][C:4]1[C:5]([Cl:37])=[CH:6][CH:7]=[C:8]([C:10]2[N:11]([S:39]([CH3:38])(=[O:41])=[O:40])[C:12]3[C:17]([C:18]=2[CH2:19][CH2:20][C:21]([N:23]2[CH2:28][CH2:27][N:26]([C:29]4[CH:34]=[CH:33][CH:32]=[CH:31][C:30]=4[O:35][CH3:36])[CH2:25][CH2:24]2)=[O:22])=[CH:16][CH:15]=[CH:14][CH:13]=3)[CH:9]=1 |f:0.1,4.5|. Procedure: Sodium hydride (60% dispersion in mineral oil, 13 mg, 0.3 mmol) was added to a solution of 1-{3-[2-(5-chloro-4-chlorophenyl)-1H-indol-3-yl]-1-oxopropyl}-4-(2-methoxyphenyl)piperazine (Example 85, 52 mg, 0.1 mmol) in N,N-dimethylformamide (1 mn) and the mixture was stirred at room temperature for 5 min. Methanesulfonyl chloride (10 μl, 15 mg, 0.13 mmol) was added and the mixture was stirred at room temperature for 10 min. Further sodium hydride (60% dispersion in mineral oil, 50 mg, 1.2 mmol) and...